Dataset: the Open Reaction Database (ORD), a public repository of structured organic reaction records. Task: describe an organic reaction: reactants, conditions, products, and yield Starting materials: BrB(Br)Br, COc1cc2c(cc1C)C(=O)CCC2, ClCCl, O. The product is Cc1cc2c(cc1O)CCCC2=O. As a reaction SMILES: [B:15]([Br:16])([Br:17])[Br:18].[CH3:1][O:2][c:3]1[cH:4][c:5]2[c:10]([cH:11][c:12]1[CH3:13])[C:9](=[O:14])[CH2:8][CH2:7][CH2:6]2.[Cl:20][CH2:21][Cl:22].[OH2:19]>>[OH:2][c:3]1[cH:4][c:5]2[c:10]([cH:11][c:12]1[CH3:13])[C:9](=[O:14])[CH2:8][CH2:7][CH2:6]2. Reactants: ClC1=C2N=CN(C2=NC(=N1)NC=O)OCCCOCP(=O)(OCC)OCC (6-chloro-9-[3-(diethoxyphosphorylmethoxy)propoxy]-2-formamidopurine), N (ammonia). The product is NC1=NC(=C2N=CN(C2=N1)OCCCOCP(=O)(OCC)OCC)N (2,6-diamino-9-[3-(diethoxyphosphorylmethoxy)propoxy]purine). Isolated yield 32.0%. Reaction SMILES: Cl[C:2]1[N:10]=[C:9]([NH:11]C=O)[N:8]=[C:7]2[C:3]=1[N:4]=[CH:5][N:6]2[O:14][CH2:15][CH2:16][CH2:17][O:18][CH2:19][P:20]([O:25][CH2:26][CH3:27])([O:22][CH2:23][CH3:24])=[O:21].[NH3:28]>>[NH2:11][C:9]1[N:8]=[C:7]2[C:3]([N:4]=[CH:5][N:6]2[O:14][CH2:15][CH2:16][CH2:17][O:18][CH2:19][P:20]([O:25][CH2:26][CH3:27])([O:22][CH2:23][CH3:24])=[O:21])=[C:2]([NH2:28])[N:10]=1. Procedure details: A solution of 6-chloro-9-[3-(diethoxyphosphorylmethoxy)propoxy]-2-formamidopurine (1.2 g, 2.85 mmol) in ethanolic ammonia (25 ml) was heated at 110° C. in an autoclave for 7.5 h then left to cool for 12 h. The reaction was then evaporated in vacuo and the residue chromatographed on silica eluting with chloroform/methanol (10:1) to give 2,6-diamino-9-[3-(diethoxyphosphorylmethoxy)propoxy]purine as a pale yellow solid (0.34 g, 32%); νmax (KBr) 3313, 3149, 1586, 1481, 1240, 1054 cm-1 ; δH [(CD3)2SO... The reactants are COC([C@@H](NC([C@@H](N)CC(O)=O)=O)CC1=CC=CC=C1)=O (α-L-aspartyl-L-phenylalanine methyl ester), β-methyl-L-aspartate-N-carboxyanhydride, N[C@@H](CC1=CC=CC=C1)C(=O)O (L-phenylalanine). The product is aspartyl methyl ester, N[C@@H](CC(O)=O)C(=O)N[C@@H](CC1=CC=CC=C1)C(=O)O (α-L-aspartyl-L-phenylalanine). Reaction SMILES: C[O:2][C:3](=[O:21])[C@H:4]([CH2:14][C:15]1[CH:20]=[CH:19][CH:18]=[CH:17][CH:16]=1)[NH:5][C:6](=[O:13])[C@H:7]([CH2:9][C:10](=[O:12])[OH:11])[NH2:8].N[C@H](C(O)=O)CC1C=CC=CC=1>>[NH2:8][C@H:7]([C:6]([NH:5][C@H:4]([C:3]([OH:21])=[O:2])[CH2:14][C:15]1[CH:20]=[CH:19][CH:18]=[CH:17][CH:16]=1)=[O:13])[CH2:9][C:10](=[O:11])[OH:12]. Procedure: A regioselective process for the preparation of α-L-aspartyl-L-phenylalanine methyl ester is disclosed. A controlled aqueous coupling reaction between β-methyl-L-aspartate-N-carboxyanhydride and L-phenylalanine produces the aspartyl methyl ester of α-L-aspartyl-L-phenylalanine which is subsequently hydrolyzed and selectively esterified without isolation. The hydrochloride salt of α-L-aspartyl-L-phenylalanine methyl ester, which is selectively precipitated from the esterification mixture, can be ... Starting materials: O=C([O-])[O-], Cc1ccccc1, O=C(Cl)Oc1ccccc1, CN1CCC(c2noc3cccc(F)c23)CC1, [K+], [K+], O. Yields the product O=C(Oc1ccccc1)N1CCC(c2noc3cccc(F)c23)CC1. As a reaction SMILES: [C:18](=[O:19])([O-:20])[O-:21].[CH3:34][c:35]1[cH:36][cH:37][cH:38][cH:39][cH:40]1.[Cl:24][C:25](=[O:26])[O:27][c:28]1[cH:29][cH:30][cH:31][cH:32][cH:33]1.[F:1][c:2]1[cH:3][cH:4][cH:5][c:6]2[c:7]1[c:8]([CH:11]1[CH2:12][CH2:13][N:14]([CH3:17])[CH2:15][CH2:16]1)[n:9][o:10]2.[K+:22].[K+:23].[OH2:41]>>[F:1][c:2]1[cH:3][cH:4][cH:5][c:6]2[c:7]1[c:8]([CH:11]1[CH2:12][CH2:13][N:14]([C:25](=[O:26])[O:27][c:28]3[cH:29][cH:30][cH:31][cH:32][cH:33]3)[CH2:15][CH2:16]1)[n:9][o:10]2. Starting materials: CC(C)C[Al+]CC(C)C, ClCCl, CCOC(C)=O, [Cl-], COC(=O)Cc1cccc2cn(-c3ccc(C(F)(F)F)cc3)nc12, [H-], [NH4+]. The product is OCCc1cccc2cn(-c3ccc(C(F)(F)F)cc3)nc12. RXN SMILES: [CH2:2]([Al+:3][CH2:4][CH:5]([CH3:6])[CH3:7])[CH:8]([CH3:9])[CH3:10].[CH2:35]([Cl:36])[Cl:37].[CH3:40][CH2:41][O:42][C:43](=[O:44])[CH3:45].[Cl-:38].[F:11][C:12]([c:13]1[cH:14][cH:15][c:16](-[n:19]2[n:20][c:21]3[c:22]([CH2:28][C:29](=[O:30])[O:31][CH3:32])[cH:23][cH:24][cH:25][c:26]3[cH:27]2)[cH:17][cH:18]1)([F:33])[F:34].[H-:1].[NH4+:39]>>[F:11][C:12]([c:13]1[cH:14][cH:15][c:16](-[n:19]2[n:20][c:21]3[c:22]([CH2:28][CH2:29][OH:30])[cH:23][cH:24][cH:25][c:26]3[cH:27]2)[cH:17][cH:18]1)([F:33])[F:34]. Starting materials: ClC1=CC=NC2=CC(=CN=C12)Cl (4,7-dichloro-1,5-naphthyridine), COC1=CC=C(N)C=C1 (4-methoxyaniline). The solvent is IMS. Yields the product O.Cl.ClC1=CN=C2C(=CC=NC2=C1)NC1=CC=C(C=C1)OC (7-chloro-4-(4-methoxyanilino)-1,5-naphthyridine hydrochloride hydrate). Reaction SMILES: [Cl:1][C:2]1[C:11]2[C:6](=[CH:7][C:8]([Cl:12])=[CH:9][N:10]=2)[N:5]=[CH:4][CH:3]=1.[CH3:13][O:14][C:15]1[CH:21]=[CH:20][C:18]([NH2:19])=[CH:17][CH:16]=1>>[OH2:14].[ClH:1].[Cl:12][C:8]1[CH:7]=[C:6]2[C:11]([C:2]([NH:19][C:18]3[CH:20]=[CH:21][C:15]([O:14][CH3:13])=[CH:16][CH:17]=3)=[CH:3][CH:4]=[N:5]2)=[N:10][CH:9]=1 |f:2.3.4|. Reported procedure: A mixture of 4,7-dichloro-1,5-naphthyridine (0.65 g), 4-methoxyaniline (0.40 g) and IMS (25 ml) was boiled under reflux for 5 hours. The mixture was concentrated to approximately 5 ml and then ether added to induce precipitation. Ethyl acetate was added and the solid was collected by filtration to give 7-chloro-4-(4-methoxyanilino)-1,5-naphthyridine hydrochloride hydrate m.p. 230°-233° C. Starting materials: C(C)C=1C=C(C=CC1CC)C[C@H](C(=O)O)NC(=O)N1CCC(CC1)N1C(NC2=C(CC1)C=CC=C2)=O ((R)-3-(3,4-diethyl-phenyl)-2-{[4-(2-oxo-1,2,4,5-tetrahydro-1,3-benzodiazepin-3-yl)-piperidine-1-carbonyl]-amino}-propionic acid), N1(CCCC1)C1CCNCC1 (4-pyrrolidin-1-yl-piperidine). Product: C(C)C=1C=C(C[C@H](C(N2CCC(CC2)N2CCCC2)=O)NC(=O)N2CCC(CC2)N2C(NC3=C(CC2)C=CC=C3)=O)C=CC1CC (4-(2-oxo-1,2,4,5-tetrahydro-1,3-benzodiazepin-3-yl)-piperidine-1-carboxylic acid-[(R)-1-(3,4-diethyl-benzyl)-2-oxo-2-(4-pyrrolidin-1-yl-piperidin-1-yl)-ethyl]-amide). RXN SMILES: [CH2:1]([C:3]1[CH:4]=[C:5]([CH2:11][C@@H:12]([NH:16][C:17]([N:19]2[CH2:24][CH2:23][CH:22]([N:25]3[CH2:31][CH2:30][C:29]4[CH:32]=[CH:33][CH:34]=[CH:35][C:28]=4[NH:27][C:26]3=[O:36])[CH2:21][CH2:20]2)=[O:18])[C:13](O)=[O:14])[CH:6]=[CH:7][C:8]=1[CH2:9][CH3:10])[CH3:2].[N:37]1([CH:42]2[CH2:47][CH2:46][NH:45][CH2:44][CH2:43]2)[CH2:41][CH2:40][CH2:39][CH2:38]1>>[CH2:1]([C:3]1[CH:4]=[C:5]([CH:6]=[CH:7][C:8]=1[CH2:9][CH3:10])[CH2:11][C@@H:12]([NH:16][C:17]([N:19]1[CH2:20][CH2:21][CH:22]([N:25]2[CH2:31][CH2:30][C:29]3[CH:32]=[CH:33][CH:34]=[CH:35][C:28]=3[NH:27][C:26]2=[O:36])[CH2:23][CH2:24]1)=[O:18])[C:13](=[O:14])[N:45]1[CH2:46][CH2:47][CH:42]([N:37]2[CH2:41][CH2:40][CH2:39][CH2:38]2)[CH2:43][CH2:44]1)[CH3:2]. Procedure details: Prepared analogously to Example 9i) from 400 mg (0.81 mmol) (R)-3-(3,4-diethyl-phenyl)-2-{[4-(2-oxo-1,2,4,5-tetrahydro-1,3-benzodiazepin-3-yl)-piperidine-1-carbonyl]-amino}-propionic acid and 160 mg (0.99 mmol) 4-pyrrolidin-1-yl-piperidine. Starting materials: [Si](C)(C)(C(C)(C)C)OCCCCC=1N=CN(C1)C(C1=CC=CC=C1)(C1=CC=CC=C1)C1=CC=CC=C1 (4-[4-(tert-butyldimethylsilanyloxy)butyl]-1-trityl-1H-imidazole), C(C)#N (acetonitrile), BrC=1C=C(C#N)C=CC1CBr (3-bromo-4-bromomethylbenzonitrile). Solvent: hexanes, C(C)(=O)OCC (ethyl acetate). Conditions: temperature 40 celsius, time 18 hour. The product is BrC=1C=C(C#N)C=CC1CN1C=NC(=C1)CCCCO[Si](C)(C)C(C)(C)C (3-Bromo-4-{4-[4-(tert-butyldimethylsilanyloxy)butyl]imidazol-1-ylmethyl}benzonitrile). RXN SMILES: [Si:1]([O:8][CH2:9][CH2:10][CH2:11][CH2:12][C:13]1[N:14]=[CH:15][N:16](C(C2C=CC=CC=2)(C2C=CC=CC=2)C2C=CC=CC=2)[CH:17]=1)([C:4]([CH3:7])([CH3:6])[CH3:5])([CH3:3])[CH3:2].C(#N)C.[Br:40][C:41]1[CH:42]=[C:43]([CH:46]=[CH:47][C:48]=1[CH2:49]Br)[C:44]#[N:45]>C(OCC)(=O)C>[Br:40][C:41]1[CH:42]=[C:43]([CH:46]=[CH:47][C:48]=1[CH2:49][N:16]1[CH:17]=[C:13]([CH2:12][CH2:11][CH2:10][CH2:9][O:8][Si:1]([C:4]([CH3:7])([CH3:6])[CH3:5])([CH3:3])[CH3:2])[N:14]=[CH:15]1)[C:44]#[N:45]. Reported procedure: To 4-[4-(tert-butyldimethylsilanyloxy)butyl]-1-trityl-1H-imidazole (3.95 g, 7.95 mmol) is added acetonitrile (300 mL). To this solution is added 3-bromo-4-bromomethylbenzonitrile (2.14 g, 7.78 mmol). The solution is stirred at 40° C. for 18 h. The solvent is then removed in vacuo and methanol (300 ml) is added. The solution is heated to 55° C. and stirred for 1.5 h. Saturated sodium bicarbonate is then added and stirred for 10 min. The organic solvent is removed in vacuo, and the crude product e...